From a dataset of the Open Reaction Database (ORD), a public repository of structured organic reaction records. describe an organic reaction: reactants, conditions, products, and yield Starting materials: NC1C(N(C2=C(C(=N1)C1=CC=CC=C1)C=CC=C2)C)=O (3(R,S)-amino-1,3-dihydro-1-methyl-5-phenyl-2H-1,4-benzodiazepin-2-one), FC1=CC=C(C=C1)N=C=O (4-fluorophenylisocyanate). Solvent: O1CCCC1 (tetrahydrofuran). Conditions: time 8 hour. Yields the product CN1C(C(N=C(C2=C1C=CC=C2)C2=CC=CC=C2)NC(=O)NC2=CC=C(C=C2)F)=O (N-(2,3-Dihydro-1-methyl-2-oxo-5-phenyl-1H-1,4-benzodiazepin-3-yl)-N'-(4-fluorophenyl)-urea). RXN SMILES: [NH2:1][CH:2]1[N:8]=[C:7]([C:9]2[CH:14]=[CH:13][CH:12]=[CH:11][CH:10]=2)[C:6]2[CH:15]=[CH:16][CH:17]=[CH:18][C:5]=2[N:4]([CH3:19])[C:3]1=[O:20].[F:21][C:22]1[CH:27]=[CH:26][C:25]([N:28]=[C:29]=[O:30])=[CH:24][CH:23]=1>O1CCCC1>[CH3:19][N:4]1[C:5]2[CH:18]=[CH:17][CH:16]=[CH:15][C:6]=2[C:7]([C:9]2[CH:14]=[CH:13][CH:12]=[CH:11][CH:10]=2)=[N:8][CH:2]([NH:1][C:29]([NH:28][C:25]2[CH:26]=[CH:27][C:22]([F:21])=[CH:23][CH:24]=2)=[O:30])[C:3]1=[O:20]. Procedure: Equimolar amounts of 3(R,S)-amino-1,3-dihydro-1-methyl-5-phenyl-2H-1,4-benzodiazepin-2-one and 4-fluorophenylisocyanate were mixed in 8 ml of dry tetrahydrofuran at room temperature. The reaction mixture was allowed to stand for 8 hours and was then filtered. The collected solids were washed with tetrahydrofuran and dried in vacuo over P2O5 to give the analytical product: m.p. 269°-270° C. Reaction SMILES: [C:1]([O:2][C:3](=[O:4])[NH:7][CH:8]([CH2:9][CH2:10][CH2:11][NH:12][C:13](=[O:14])[O:15][CH2:16][c:17]1[cH:18][cH:19][cH:20][cH:21][cH:22]1)[CH2:23][N:24]([C:25](=[O:5])[c:27]1[cH:28][cH:29][c:30]([CH3:33])[cH:31][cH:32]1)[CH:34]([CH:35]([CH3:36])[CH3:37])[c:38]1[n:39][c:40]2[cH:41][c:42]([Cl:56])[cH:43][cH:44][c:45]2[c:46](=[O:55])[n:47]1[CH2:48][c:49]1[cH:50][cH:51][cH:52][cH:53][cH:54]1)([CH3:6])([CH3:26])[CH3:57].[Cl:58][CH2:59][Cl:60].[F:61][C:62]([F:63])([F:64])[C:65]([OH:66])=[O:67]>>[N:7]1=[C:25]([c:27]2[cH:28][cH:29][c:30]([CH3:33])[cH:31][cH:32]2)[N:24]([CH:34]([CH:35]([CH3:36])[CH3:37])[c:38]2[n:39][c:40]3[cH:41][c:42]([Cl:56])[cH:43][cH:44][c:45]3[c:46](=[O:55])[n:47]2[CH2:48][c:49]2[cH:50][cH:51][cH:52][cH:53][cH:54]2)[CH2:23][CH:8]1[CH2:9][CH2:10][CH2:11][NH:12][C:13](=[O:14])[O:15][CH2:16][c:17]1[cH:18][cH:19][cH:20][cH:21][cH:22]1. Starting materials: Cc1ccc(C(=O)N(CC(CCCNC(=O)OCc2ccccc2)NC(=O)OC(C)(C)C)C(c2nc3cc(Cl)ccc3c(=O)n2Cc2ccccc2)C(C)C)cc1, ClCCl, O=C(O)C(F)(F)F. Yields the product Cc1ccc(C2=NC(CCCNC(=O)OCc3ccccc3)CN2C(c2nc3cc(Cl)ccc3c(=O)n2Cc2ccccc2)C(C)C)cc1. Yields the product C=1C=CN2C1C13N(C(CC(CCC1)C3)=O)CC2 (5,6,10,11,12,13-hexahydro-10,13a-methano-13aH-pyrrolo[2',1':3,4]pyrazino[1,2-a]azocin-8(9H)-one). Procedure details: A solution of 1.3 g of 2-(1-pyrrolyl)-ethylamine, 2.0 g of methyl 3-oxocyclohexylacetate in 150 ml toluene is stirred and refluxed overnight using a Dean Stark water separator. The reaction is cooled and 7 ml glacial acetic acid is added. The solution is stirred and refluxed as before for 6 hours, cooled and the organic solvents are evaporated under reduced pressure. The residue is dissolved in ether and washed with ice cold 1N aqueous sodium hydroxide. The organic layer is separated, dried over... The solvent is C1(=CC=CC=C1)C (toluene). RXN SMILES: [N:1]1([CH2:6][CH2:7][NH2:8])[CH:5]=[CH:4][CH:3]=[CH:2]1.O=[C:10]1[CH2:15][CH2:14][CH2:13][CH:12]([CH2:16][C:17](OC)=[O:18])[CH2:11]1.O.C(O)(=O)C>C1(C)C=CC=CC=1>[CH:4]1[CH:3]=[CH:2][N:1]2[CH2:6][CH2:7][N:8]3[C:17](=[O:18])[CH2:16][CH:12]4[CH2:13][C:14]3([CH2:15][CH2:10][CH2:11]4)[C:5]=12. Reactants: C(C)(=O)O (acetic acid), N1(C=CC=C1)CCN (2-(1-pyrrolyl)-ethylamine), O=C1CC(CCC1)CC(=O)OC (methyl 3-oxocyclohexylacetate), O (water). The reactants are CS(=O)(=O)OCCCC\C=C/C\C=C/C\C=C/C\C=C/CCCCC (arachidonyl methane sulfonate), [Br-].[Mg+2].[Br-] (magnesium bromide). Run in CCOCC (ether). Reaction conditions: time 2 day. Yields the product C(CCC\C=C/C\C=C/C\C=C/C\C=C/CCCCC)Br (Arachidonyl Bromide). RXN SMILES: CS(O[CH2:6][CH2:7][CH2:8][CH2:9]/[CH:10]=[CH:11]\[CH2:12]/[CH:13]=[CH:14]\[CH2:15]/[CH:16]=[CH:17]\[CH2:18]/[CH:19]=[CH:20]\[CH2:21][CH2:22][CH2:23][CH2:24][CH3:25])(=O)=O.[Br-:26].[Mg+2].[Br-]>CCOCC>[CH2:6]([Br:26])[CH2:7][CH2:8][CH2:9]/[CH:10]=[CH:11]\[CH2:12]/[CH:13]=[CH:14]\[CH2:15]/[CH:16]=[CH:17]\[CH2:18]/[CH:19]=[CH:20]\[CH2:21][CH2:22][CH2:23][CH2:24][CH3:25] |f:1.2.3|. Reported procedure: A mixture of arachidonyl methane sulfonate (1.0 g, 2.7 mmol) and magnesium bromide (2.2 g, 12 mmol) in anhydrous ether (40 mL) was stirred under argon for two days. The resulting suspension was filtered and the solid washed with ether (2×10 mL). The filtrate and wash were combined and solvent evaporated. The resulting residual was treated with hexanes (50 mL). The solid was filtered and solvent evaporated resulting in an oily residual. The crude product was purified by column chromatography on s... Starting materials: [H-].[Na+] (sodium hydride), COC=1C=C(C=CC1OC)C(C#N)SC1=CC=C(C=C1)C (3,4-dimethoxy-α-[(4-methylphenyl)thio]benzeneacetonitrile), BrCCCCCCCCCCCBr (1,11-dibromoundecane). Run in O1CCCC1 (tetrahydrofuran). Run at time 1.5 hour. Yields the product BrCCCCCCCCCCCC(C#N)(C1=CC(=C(C=C1)OC)OC)SC1=CC=C(C=C1)C (α-(11-Bromoundecyl)-3,4-dimethoxy-α-[(4-methylphenyl)thio]benzeneacetonitrile). The yield is 73.1%. Reaction SMILES: [CH3:1][O:2][C:3]1[CH:4]=[C:5]([CH:11]([S:14][C:15]2[CH:20]=[CH:19][C:18]([CH3:21])=[CH:17][CH:16]=2)[C:12]#[N:13])[CH:6]=[CH:7][C:8]=1[O:9][CH3:10].[H-].[Na+].[Br:24][CH2:25][CH2:26][CH2:27][CH2:28][CH2:29][CH2:30][CH2:31][CH2:32][CH2:33][CH2:34][CH2:35]Br>O1CCCC1>[Br:24][CH2:25][CH2:26][CH2:27][CH2:28][CH2:29][CH2:30][CH2:31][CH2:32][CH2:33][CH2:34][CH2:35][C:11]([S:14][C:15]1[CH:16]=[CH:17][C:18]([CH3:21])=[CH:19][CH:20]=1)([C:5]1[CH:6]=[CH:7][C:8]([O:9][CH3:10])=[C:3]([O:2][CH3:1])[CH:4]=1)[C:12]#[N:13] |f:1.2|. Procedure: To a solution of 2.50 g of 3,4-dimethoxy-α-[(4-methylphenyl)thio]benzeneacetonitrile in 50 mL of tetrahydrofuran, under an argon atmosphere with stirring, is added 0,367 g of 60% sodium hydride in oil. After 1.5 hours, 10.0 g of 1,11-dibromoundecane is added and stirring is continued for 43 hours. The reaction mixture is evaporated and the residue partitioned between diethyl ether and water. The organic phase is separated, washed with water, dried with magnesium sulfate, filtered and evaporated ...